From a dataset of the Open Reaction Database (ORD), a public repository of structured organic reaction records. describe an organic reaction: reactants, conditions, products, and yield Reactants: C(C)OC(=O)C=1C=NNC1 (4-ethoxycarbonylpyrazole), [H-].[Na+] (sodium hydride), C(C1=CC=CC=C1)Br (benzylbromide). The solvent is CN(C=O)C (DMF), CN(C=O)C (dimethylformamide). Conditions: time 30 minute. The product is C(C1=CC=CC=C1)N1N=CC(=C1)C(=O)OCC (1-Benzyl-4-ethoxycarbonylpyrazole). RXN SMILES: [H-].[Na+].[CH2:3]([O:5][C:6]([C:8]1[CH:9]=[N:10][NH:11][CH:12]=1)=[O:7])[CH3:4].[CH2:13](Br)[C:14]1[CH:19]=[CH:18][CH:17]=[CH:16][CH:15]=1>CN(C)C=O>[CH2:13]([N:10]1[CH:9]=[C:8]([C:6]([O:5][CH2:3][CH3:4])=[O:7])[CH:12]=[N:11]1)[C:14]1[CH:19]=[CH:18][CH:17]=[CH:16][CH:15]=1 |f:0.1|. Procedure: To a suspension of sodium hydride (containing 63%, 652 mg) in dimethylformamide (abbreviated as DMF hereinafter) was added a solution of 4-ethoxycarbonylpyrazole (2.00 g) in DMF (15 ml) at room temperature. After stirred for 30 min at room temperature, to the mixture was added benzylbromide (2.04 ml). After stirred for 30 min, the mixture was quenched by addition of water. The mixture was extracted with ethyl acetate-n-hexane. The extract was washed with a saturated aqueous solution of sodium ch... Starting materials: ClC=1C=NC=C(C1NC(=O)C1=CC=C(C=2OC3=C(C21)C=C(C=C3)[N+](=O)[O-])OC(F)F)Cl (N-(3,5-dichloropyrid-4-yl)-4-difluoromethoxy-8-nitro-dibenzo[b,d]furan-1-carboxamide), ClC=1C=NC=C(C1NC(=O)C1=CC=C(C=2OC3=C(C21)C=C(C=C3)[N+](=O)[O-])OC(F)F)Cl (N-(3,5-dichloropyrid-4-yl)-4-difluoromethoxy-8-nitro-dibenzo[b,d]furan-1-carboxamide), [In] (indium), [In] (indium), [In] (indium). Run in [NH4+].[Cl-] (NH4Cl), C(C)O (ethanol), [Cl-].[NH4+] (ammonium chloride), C(C)O (ethanol). Run at temperature 80 celsius. The product is ClC=1C=NC=C(C1NC(=O)C1=CC=C(C=2OC3=C(C21)C=C(C=C3)N)OC(F)F)Cl (N-(3,5-dichloropyrid-4-yl)-4-difluoromethoxy-8-aminodibenzo[b,d]furan-1-carboxamide). Reaction SMILES: [Cl:1][C:2]1[CH:3]=[N:4][CH:5]=[C:6]([Cl:31])[C:7]=1[NH:8][C:9]([C:11]1[C:19]2[C:18]3[CH:20]=[C:21]([N+:24]([O-])=O)[CH:22]=[CH:23][C:17]=3[O:16][C:15]=2[C:14]([O:27][CH:28]([F:30])[F:29])=[CH:13][CH:12]=1)=[O:10].[In]>C(O)C.[Cl-].[NH4+]>[Cl:1][C:2]1[CH:3]=[N:4][CH:5]=[C:6]([Cl:31])[C:7]=1[NH:8][C:9]([C:11]1[C:19]2[C:18]3[CH:20]=[C:21]([NH2:24])[CH:22]=[CH:23][C:17]=3[O:16][C:15]=2[C:14]([O:27][CH:28]([F:29])[F:30])=[CH:13][CH:12]=1)=[O:10] |f:3.4|. Procedure: First, N-(3,5-dichloropyrid-4-yl)-4-difluoromethoxy-8-aminodibenzo[b,d]furan-1-carboxamide was prepared by reacting N-(3,5-dichloropyrid-4-yl)-4-difluoromethoxy-8-nitro-dibenzo[b,d]furan-1-carboxamide (prepared using the procedure of Example 4) with indium in ethanol and saturated ammonium chloride. To a 1 L 3-neck round bottom flask, fitted with a mechanical stirrer and reflux condenser was added N-(3,5-dichloropyrid-4-yl)-4-difluoromethoxy-8-nitro-dibenzo[b,d]furan-1-carboxamide (22.00 g, 46.9... Starting materials: C(=O)(O)[O-].[Na+] (NaHCO3), [N+](=O)([O-])C=1C=NC=2CCC(CC2C1)=O (3-nitro-7,8-dihydroquinolin-6(5H)-one), CNCCC1=CC=CC=C1 (N-methyl-2-phenylethanamine), C(C)(=O)O[BH-](OC(C)=O)OC(C)=O.[Na+] (Sodium triacetoxyborohydride). The solvent is ClCCCl (1,2-dichloroethane). Conditions: time 40 hour. Product: CN(C1CC=2C=C(C=NC2CC1)[N+](=O)[O-])CCC1=CC=CC=C1 (N-Methyl-3-nitro-N-(2-phenylethyl)-5,6,7,8-tetrahydroquinolin-6-amine). The yield is 18.0%. Reaction SMILES: [N+:1]([C:4]1[CH:5]=[N:6][C:7]2[CH2:8][CH2:9][C:10](=O)[CH2:11][C:12]=2[CH:13]=1)([O-:3])=[O:2].[CH3:15][NH:16][CH2:17][CH2:18][C:19]1[CH:24]=[CH:23][CH:22]=[CH:21][CH:20]=1.C(O[BH-](OC(=O)C)OC(=O)C)(=O)C.[Na+].C([O-])(O)=O.[Na+]>ClCCCl>[CH3:15][N:16]([CH2:17][CH2:18][C:19]1[CH:24]=[CH:23][CH:22]=[CH:21][CH:20]=1)[CH:10]1[CH2:9][CH2:8][C:7]2[N:6]=[CH:5][C:4]([N+:1]([O-:3])=[O:2])=[CH:13][C:12]=2[CH2:11]1 |f:2.3,4.5|. Procedure details: A100 mL flask, equipped with a magnetic stirbar, was charged with 3-nitro-7,8-dihydroquinolin-6(5H)-one (2.5 g, 13.0 mmol), N-methyl-2-phenylethanamine (1.76 g, 13.0 mmol), and 1,2-dichloroethane (73 mL). Sodium triacetoxyborohydride (4.13 g, 19.5 mmol) was added as a solid. The mixture was stirred at ambient temperature for 40 hours. Saturated NaHCO3 (aq) was added until the pH=8. The mixture was extracted with dichloromethane (3×50 mL). The combined organic portions were dried (Na2SO4) and con... Starting materials: FC(C1=C(C=CC=C1)CCC(=O)O)(F)F (3-(2-(trifluoromethyl)phenyl)propanoic acid), CN1C(C2=CC=CC=C2C12CCNCC2)=O (2-methylspiro[isoindoline-1,4′-piperidin]-3-one). Yields the product CN1C(C2=CC=CC=C2C12CCN(CC2)C(CCC2=C(C=CC=C2)C(F)(F)F)=O)=O (2-methyl-1′-(3-(2-(trifluoromethyl)phenyl)propanoyl)spiro[isoindoline-1,4′-piperidin]-3-one). Reaction SMILES: [F:1][C:2]([F:15])([F:14])[C:3]1[CH:8]=[CH:7][CH:6]=[CH:5][C:4]=1[CH2:9][CH2:10][C:11]([OH:13])=O.[CH3:16][N:17]1[C:25]2([CH2:30][CH2:29][NH:28][CH2:27][CH2:26]2)[C:24]2[C:19](=[CH:20][CH:21]=[CH:22][CH:23]=2)[C:18]1=[O:31]>>[CH3:16][N:17]1[C:25]2([CH2:30][CH2:29][N:28]([C:11](=[O:13])[CH2:10][CH2:9][C:4]3[CH:5]=[CH:6][CH:7]=[CH:8][C:3]=3[C:2]([F:1])([F:15])[F:14])[CH2:27][CH2:26]2)[C:24]2[C:19](=[CH:20][CH:21]=[CH:22][CH:23]=2)[C:18]1=[O:31]. Procedure details: The title compound was prepared following a procedure analogous to that described in Example 1 using 3-(2-(trifluoromethyl)phenyl)propanoic acid and 2-methylspiro[isoindoline-1,4′-piperidin]-3-one. LC-MS Method 1 tR=1.65, min, m/z=417, 415. Starting materials: OC1=CC=C(C=C1)N1C(O[C@@H](C1)C1=CC=CC=C1)=O ((5R)-3-(4-hydroxyphenyl)-5-phenyl-2-oxazolidinone), ice water, [H-].[Na+] (sodium hydride), ICCCCCCCC (1-iodooctane). The solvent is CN(C)C=O (DMF). Yields the product C(CCCCCCC)OC1=CC=C(C=C1)N1C(O[C@@H](C1)C1=CC=CC=C1)=O ((5R)-3-(4-octyloxyphenyl)-5-phenyl-2-oxazolidinone). Yield: 30.1%. RXN SMILES: [OH:1][C:2]1[CH:7]=[CH:6][C:5]([N:8]2[CH2:12][C@@H:11]([C:13]3[CH:18]=[CH:17][CH:16]=[CH:15][CH:14]=3)[O:10][C:9]2=[O:19])=[CH:4][CH:3]=1.[H-].[Na+].I[CH2:23][CH2:24][CH2:25][CH2:26][CH2:27][CH2:28][CH2:29][CH3:30]>CN(C=O)C>[CH2:23]([O:1][C:2]1[CH:3]=[CH:4][C:5]([N:8]2[CH2:12][C@@H:11]([C:13]3[CH:18]=[CH:17][CH:16]=[CH:15][CH:14]=3)[O:10][C:9]2=[O:19])=[CH:6][CH:7]=1)[CH2:24][CH2:25][CH2:26][CH2:27][CH2:28][CH2:29][CH3:30] |f:1.2|. Procedure details: Then, 0.30 g (1.18 mM) of (5R)-3-(4-hydroxyphenyl)-5-phenyl-2-oxazolidinone and 4.6 ml of DMF were placed in 30 ml-round bottomed flask, followed by stirring to form a solution. To the solution, 0.053 g (1.33 mM) of 60%-oily sodium hydride was added under stirring at room temperature. After the settlement of foaming, 0.25 ml (1.38 mM) of 1-iodooctane was added to the mixture, followed by stirring for 30 minutes on an oil bath kept at about 70° C. After the reaction, the reaction mixture was pour...